This data is from the Open Reaction Database (ORD), a public repository of structured organic reaction records. The task is: describe an organic reaction: reactants, conditions, products, and yield Starting materials: FC1=C2NC(C(NC2=C(C(=C1F)F)F)=O)=O (5,6,7,8-Tetrafluoro-1,4-dihydro-2,3-quinoxalinedione), ClC=1C(=C2NC(C(NC2=CC1Cl)=O)=O)[N+](=O)[O-] (6,7-dichloro-5-nitro-1,4-dihydro-2,3-quinoxalinedione), [OH-].[K+] (KOH), NOS(=O)(=O)O (NH2OSO3H). Run in O (water), O (water). Run at time 10 minute. Product: NN1C(C(NC2=C(C(=C(C=C12)Cl)Cl)[N+](=O)[O-])=O)=O (1-amino-5-nitro-6,7-dichloro-1,4-dihydro-2,3-quinoxalinedione). Yield: 80.0%. RXN SMILES: FC1C(F)=C(F)C(F)=C2C=1[NH:4]C(=O)C(=O)N2.[Cl:17][C:18]1[C:19]([N+:31]([O-:33])=[O:32])=[C:20]2[C:25](=[CH:26][C:27]=1[Cl:28])[NH:24][C:23](=[O:29])[C:22](=[O:30])[NH:21]2.[OH-].[K+].NOS(O)(=O)=O>O>[NH2:4][N:24]1[C:25]2[C:20](=[C:19]([N+:31]([O-:33])=[O:32])[C:18]([Cl:17])=[C:27]([Cl:28])[CH:26]=2)[NH:21][C:22](=[O:30])[C:23]1=[O:29] |f:2.3|. Procedure: The procedure of Shin, S. C. and Lee, Y. Y., Taehan Hwahakhoe Chi 27 (5): 382-4 (1983) was adapted. A red solution of 6,7-dichloro-5-nitro-1,4-dihydro-2,3-quinoxalinedione (100 mg, 0.36 mMol, Cheeseman, supra) and 3N KOH (2 mL) in distilled water (5 mL) at 65° C. was dropwise added to a colorless solution of NH2OSO3H (75 mg, 0.66 mMol, Aldrich) in distilled water (0.5 mL) with stirring. A yellow precipitate came out after 10 mins. The mixture was stirred at 65° C. for 1 h and allowed to stand at... The reactants are [Li]CCCC, O=C1CCN(Cc2ccccc2)CC1, COCOCCc1ccc(Br)cc1, CCCCCC, C1CCOC1, O. Yields the product COCOCCc1ccc(C2(O)CCN(Cc3ccccc3)CC2)cc1. As a reaction SMILES: [CH2:14]([Li:15])[CH2:16][CH2:17][CH3:18].[CH2:19]([c:20]1[cH:21][cH:22][cH:23][cH:24][cH:25]1)[N:26]1[CH2:27][CH2:28][C:29](=[O:32])[CH2:30][CH2:31]1.[CH3:1][O:2][CH2:3][O:4][CH2:5][CH2:6][c:7]1[cH:8][cH:9][c:10]([Br:13])[cH:11][cH:12]1.[CH3:39][CH2:40][CH2:41][CH2:42][CH2:43][CH3:44].[O:34]1[CH2:35][CH2:36][CH2:37][CH2:38]1.[OH2:33]>>[CH3:1][O:2][CH2:3][O:4][CH2:5][CH2:6][c:7]1[cH:8][cH:9][c:10]([C:29]2([OH:32])[CH2:28][CH2:27][N:26]([CH2:19][c:20]3[cH:21][cH:22][cH:23][cH:24][cH:25]3)[CH2:31][CH2:30]2)[cH:11][cH:12]1.